This data is from the Open Reaction Database (ORD), a public repository of structured organic reaction records. The task is: describe an organic reaction: reactants, conditions, products, and yield Starting materials: [H][H] (hydrogen), ClC1=CC=C(C=C1)SC(F)(F)F (1-chloro-4-trifluoromethylthiobenzene), C(C)(=O)O (acetic acid), OO (H2O2), O (water). Product: ClC1=CC=C(C=C1)S(=O)(=O)C(F)(F)F (1-chloro-4-(trifluoromethylsulfonyl)benzene), product. RXN SMILES: [Cl:1][C:2]1[CH:7]=[CH:6][C:5]([S:8][C:9]([F:12])([F:11])[F:10])=[CH:4][CH:3]=1.C(O)(=[O:15])C.[H][H].OO.[OH2:21]>>[Cl:1][C:2]1[CH:3]=[CH:4][C:5]([S:8]([C:9]([F:12])([F:10])[F:11])(=[O:15])=[O:21])=[CH:6][CH:7]=1. Procedure details: Then, 1-chloro-4-(trifluoromethylsulfonyl)benzene was prepared as follows: ##STR12## 74 g of the 1-chloro-4-trifluoromethylthiobenzene was placed into a flask with 500 mL of glacial acetic acid and stirred to form a mixture. While stirring, 300 mL of a 30% hydrogen peroxided (H2O2)/water solution was added dropwise. After this addition, the mixture was stirred at reflux for several hours then cooled to room temperature. After cooling, the solids were filtered off and dried to produce 37 g of a p... The reactants are CC(=O)O, O=N[O-], CC(c1nc2ccccc2[nH]1)n1c(N)cc(=O)[nH]c1=S, [Na+], [Na+], [Na+], O, O=S([O-])S(=O)[O-]. Product: CC(c1nc2ccccc2[nH]1)n1c(N)c(N)c(=O)[nH]c1=S. RXN SMILES: [CH3:33][C:34](=[O:35])[OH:36].[N:21]([O-:22])=[O:23].[NH2:1][c:2]1[cH:3][c:4](=[O:20])[nH:5][c:6](=[S:19])[n:7]1[CH:8]([CH3:9])[c:10]1[n:11][c:12]2[c:13]([nH:14]1)[cH:15][cH:16][cH:17][cH:18]2.[Na+:24].[Na+:31].[Na+:32].[OH2:37].[S:25]([S:26]([O-:27])=[O:28])([O-:29])=[O:30]>>[NH2:1][c:2]1[c:3]([NH2:21])[c:4](=[O:20])[nH:5][c:6](=[S:19])[n:7]1[CH:8]([CH3:9])[c:10]1[n:11][c:12]2[c:13]([nH:14]1)[cH:15][cH:16][cH:17][cH:18]2. The reactants are C1(=CC=CC=C1)NN=C(C)C1=CC=CC=C1 (1-Phenyl-2-(1-phenylethylidene)-hydrazine), solution, ClC1=NC(=NC(=N1)Cl)Cl (2,4,6-Trichloro[1,3,5]triazine), N1=NN=CC=C1 (triazine), C(=O)([O-])[O-].[Na+].[Na+] (Na2CO3). The solvent is CN(C)C=O (DMF), CN(C)C=O (DMF). Run at temperature 25 celsius. Product: C1(=CC=CC=C1)N1N=C(C(=C1)C=O)C1=CC=CC=C1 (1,3-Diphenyl-4-formylpyrazole). RXN SMILES: ClC1N=C(Cl)N=C(Cl)N=1.N1C=C[CH:13]=NN=1.[C:16]1([NH:22][N:23]=[C:24]([C:26]2[CH:31]=[CH:30][CH:29]=[CH:28][CH:27]=2)[CH3:25])[CH:21]=[CH:20][CH:19]=[CH:18][CH:17]=1.[C:32]([O-:35])([O-])=O.[Na+].[Na+]>CN(C=O)C>[C:16]1([N:22]2[CH:13]=[C:25]([CH:32]=[O:35])[C:24]([C:26]3[CH:31]=[CH:30][CH:29]=[CH:28][CH:27]=3)=[N:23]2)[CH:17]=[CH:18][CH:19]=[CH:20][CH:21]=1 |f:3.4.5|. Procedure: 2,4,6-Trichloro[1,3,5]triazine (1.83 g, 10.0 mmol) is added to DMF (2 mL), and maintained at 25° C. After the formation of a white solid, the reaction is monitored (TLC) until complete disappearance of the triazine. 1-Phenyl-2-(1-phenylethylidene)-hydrazine (1.0 g, 5.0 mmol) in DMF (15 mL) is added. After the addition, the mixture is then stirred at room temperature and monitored for completion (TLC) after which a 15% solution of Na2CO3 (20 mL) is added. The organic phase is extracted twice with... The reactants are ClCCl (Dichloromethane), [N-]=[N+]=[N-].[Na+] (NaN3), FC(S(=O)(=O)OS(=O)(=O)C(F)(F)F)(F)F (trifluoromethanesulfonic anhydride), C(C1=CC=CC=C1)NC(CN1C(C2=CC=CC=C2C1=O)=O)=O (N-benzyl-2-(1,3-dioxo-1,3-dihydro-isoindol-2-yl)-acetamide). Solvent: C(C)#N (acetonitrile). Run at temperature 0 celsius, time 8 hour. Product: C(C1=CC=CC=C1)N1N=NN=C1CN1C(C2=CC=CC=C2C1=O)=O (2-(1-benzyl-1H-tetrazol-5-ylmethyl)-isoindole-1,3-dione). RXN SMILES: [CH2:1]([NH:8][C:9](=O)[CH2:10][N:11]1[C:19](=[O:20])[C:18]2[C:13](=[CH:14][CH:15]=[CH:16][CH:17]=2)[C:12]1=[O:21])[C:2]1[CH:7]=[CH:6][CH:5]=[CH:4][CH:3]=1.[N-:23]=[N+:24]=[N-:25].[Na+].FC(F)(F)S(OS(C(F)(F)F)(=O)=O)(=O)=O.ClCCl>C(#N)C>[CH2:1]([N:8]1[C:9]([CH2:10][N:11]2[C:19](=[O:20])[C:18]3[C:13](=[CH:14][CH:15]=[CH:16][CH:17]=3)[C:12]2=[O:21])=[N:25][N:24]=[N:23]1)[C:2]1[CH:7]=[CH:6][CH:5]=[CH:4][CH:3]=1 |f:1.2|. Procedure: Dissolution of the white solid isolated in Step A (8.02 g, 27.2 mmol) in acetonitrile (100 mL) was achieved by heating to reflux. After the solution was cooled to 0° C., NaN3 (2.30 g, 35.4 mmol) and trifluoromethanesulfonic anhydride (10 g, 35.4 mmol) were added. The resulting solution was then stirred at room temperature overnight. Dichloromethane (200 mL) was added. The resulting solution was washed with saturated sodium bicarbonate solution three times and brine one time and then dried over M... Reactants: Cl.C(C1=CC=CC=C1)OC(CNC1CC2=CC=CC=C2C1)=O (N-(Indan-2-yl)glycine benzyl ester hydrochloride), C([O-])([O-])=O.[K+].[K+] (potassium carbonate), ClCC(=O)Cl (chloroacetyl chloride). Solvent: C(C)(=O)OCC (ethyl acetate). The product is C(C1=CC=CC=C1)OC(CN(C1CC2=CC=CC=C2C1)C(CCl)=O)=O (N-chloroacetyl-N-(indan-2-yl)glycine benzyl ester). RXN SMILES: Cl.[CH2:2]([O:9][C:10](=[O:22])[CH2:11][NH:12][CH:13]1[CH2:21][C:20]2[C:15](=[CH:16][CH:17]=[CH:18][CH:19]=2)[CH2:14]1)[C:3]1[CH:8]=[CH:7][CH:6]=[CH:5][CH:4]=1.C(=O)([O-])[O-].[K+].[K+].[Cl:29][CH2:30][C:31](Cl)=[O:32]>C(OCC)(=O)C>[CH2:2]([O:9][C:10](=[O:22])[CH2:11][N:12]([C:31](=[O:32])[CH2:30][Cl:29])[CH:13]1[CH2:21][C:20]2[C:15](=[CH:16][CH:17]=[CH:18][CH:19]=2)[CH2:14]1)[C:3]1[CH:4]=[CH:5][CH:6]=[CH:7][CH:8]=1 |f:0.1,2.3.4|. Reported procedure: N-(Indan-2-yl)glycine benzyl ester hydrochloride (6 g) is added to a mixture of 300 ml of ethyl acetate and 200 ml of 5% aqueous potassium carbonate, followed by vigorous stirring. To the resulting solution is added dropwise 6 ml of chloroacetyl chloride over 30 minutes with ice cooling. Thereafter, stirring is continued for an hour. The ethyl acetate layer is then separated, washed with water and dried over anhydrous magnesium sulfate, and the solvent is distilled off under reduced pressure. Ad...